The task is: describe an organic reaction: reactants, conditions, products, and yield. This data is from the Open Reaction Database (ORD), a public repository of structured organic reaction records. Starting materials: BrC1=C(C=CC=C1N)OC (2-bromo-3-aminoanisole), imidate, C(C)O (ethanol). Conditions: time 24 hour. The product is C(C)OC1=NC2=C(C(=CC=C2C(=C1)O)OC)Br (2-ETHOXY-8-BROMO-7-METHOXY-4-HYDROXYQUINOLINE). RXN SMILES: [Br:1][C:2]1[C:7]([NH2:8])=[CH:6][CH:5]=[CH:4][C:3]=1[O:9][CH3:10].[CH2:11]([OH:13])[CH3:12]>>[CH2:11]([O:13][C:7]1[CH:2]=[C:3]([OH:9])[C:6]2[C:7](=[C:2]([Br:1])[C:3]([O:9][CH3:10])=[CH:4][CH:5]=2)[N:8]=1)[CH3:12]. Reported procedure: To 2-bromo-3-aminoanisole 2b4 (750 mg, 3.7 mmol, 1 eq) was added imidate 2g2 (0.73 g, 3.7 mmol, 1 eq) in ethanol (7 mL) under a N2 atmosphere. The mixture was stirred at RT. for 24 hrs at which point the reaction was concentrated and purified directly on a silica gel column (eluent: EtOAc/Hexanes (1:9)) to afford adduct 2o1 (1.12 g, 88%) as a pale yellow oil. MS: 344 (M+H)+ and 346 (MH+2)+. As a reaction SMILES: CN(CCN(C)C)C.Br[C:10]1[CH:11]=[C:12]2[C:16](=[CH:17][CH:18]=1)[N:15]([CH3:19])[CH:14]1[N:20]([CH3:23])[CH2:21][CH2:22][C:13]21[CH3:24].[C:25](OCCCC)(=[O:33])[C:26]([O:28][CH2:29][CH2:30][CH2:31][CH3:32])=[O:27].[Cl-].[NH4+]>O1CCCC1>[O:33]=[C:25]([C:10]1[CH:11]=[C:12]2[C:16](=[CH:17][CH:18]=1)[N:15]([CH3:19])[CH:14]1[N:20]([CH3:23])[CH2:21][CH2:22][C:13]21[CH3:24])[C:26]([O:28][CH2:29][CH2:30][CH2:31][CH3:32])=[O:27] |f:3.4|. The solvent is O1CCCC1 (THF), O1CCCC1 (THF). Procedure details: To a nitrogen purged 100 ml 3 neck round bottom flask was added anhydrous tetrahydrofuran (THF) (7.0 ml). Sec-butyllithium (1.3M in cyclohexane, 8.9 ml) was then added, the solution cooled to -78° C. and treated with TMEDA (1.6 ml; 11.0 mmol). A solution of 5-bromo-1,2,3,3a,8,8a-hexahydro-1,3a,8-trimethylpyrrolo[2,3-b]indole (2.50 g) in anhydrous THF (6.0 ml) was added via canula and the mixture stirred at -78° C. for 11/2 hours and -20° C. for 1 hour. The resulting solution was then added via c... Yields the product O=C(C(=O)OCCCC)C=1C=C2C3(C(N(C2=CC1)C)N(CC3)C)C (1,2,3,3a,8,8a-Hexahydro-α-oxo-1,3a,8-trimethyl-5-pyrrolo[2,3-b]indole acetic acid, n-butyl ester). Starting materials: CN(C)CCN(C)C (TMEDA), BrC=1C=C2C3(C(N(C2=CC1)C)N(CC3)C)C (5-bromo-1,2,3,3a,8,8a-hexahydro-1,3a,8-trimethylpyrrolo[2,3-b]indole), C(C(=O)OCCCC)(=O)OCCCC (dibutyl oxalate), [Cl-].[NH4+] (ammonium chloride). Run at temperature -78 celsius, time 1 hour. Starting materials: C(C)(=O)OC(C)=O (acetic anhydride), C1(CC1)N1C=C(C(C2=CC(=C(C(=C12)C)N1CC(NCC1)C)F)=O)C(=O)O (1-Cyclopropyl-7-(3-methyl-1-piperazinyl)-6-fluoro-8-methyl-1,4-dihydro-4-oxoquinoline-3-carboxylic acid), Cl (hydrochloric acid). Run in [OH-].[Na+] (sodium hydroxide). Run at time 30 minute. The product is C1(CC1)N1C=C(C(C2=CC(=C(C(=C12)C)N1CC(N(CC1)C(C)=O)C)F)=O)C(=O)O (1-cyclopropyl-7-(4-acetyl-3-methyl-1-piperazinyl)-6-fluoro-8-methyl-1,4-dihydro-4-oxoquinoline-3-carboxylic acid). Reaction SMILES: [CH:1]1([N:4]2[C:13]3[C:8](=[CH:9][C:10]([F:22])=[C:11]([N:15]4[CH2:20][CH2:19][NH:18][CH:17]([CH3:21])[CH2:16]4)[C:12]=3[CH3:14])[C:7](=[O:23])[C:6]([C:24]([OH:26])=[O:25])=[CH:5]2)[CH2:3][CH2:2]1.[C:27](OC(=O)C)(=[O:29])[CH3:28].Cl>[OH-].[Na+]>[CH:1]1([N:4]2[C:13]3[C:8](=[CH:9][C:10]([F:22])=[C:11]([N:15]4[CH2:20][CH2:19][N:18]([C:27](=[O:29])[CH3:28])[CH:17]([CH3:21])[CH2:16]4)[C:12]=3[CH3:14])[C:7](=[O:23])[C:6]([C:24]([OH:26])=[O:25])=[CH:5]2)[CH2:3][CH2:2]1 |f:3.4|. Procedure details: 1-Cyclopropyl-7-(3-methyl-1-piperazinyl)-6-fluoro-8-methyl-1,4-dihydro-4-oxoquinoline-3-carboxylic acid (0.3 g) is dissolved in 10% aqueous sodium hydroxide (5 ml), and thereto is added acetic anhydride (0.3 ml) at room temperature, and the mixture is stirred at the same temperature for 30 minutes. The reaction mixture is acidified with conc. hydrochloric acid and is extracted with dichloromethane. After removing the solvent by concentration, the resulting residue is purified by silica gel colum... Starting materials: I.CSC(NC1=C(C=CC=C1)N1CCOCC1)=NCC (2-methyl-3-ethyl-1-(2-morpholinophenyl)-2-thiopseudourea hydroiodide), CN (methylamine). Solvent: C(C)O (ethanol). Reaction conditions: temperature 45 celsius, time 14 day. Product: C(C)NC(=NC1=C(C=CC=C1)N1CCOCC1)NC (1-ethyl-2-(2-morpholinophenyl)-3-methylguanidine). RXN SMILES: I.CS[C:4](=[N:18][CH2:19][CH3:20])[NH:5][C:6]1[CH:11]=[CH:10][CH:9]=[CH:8][C:7]=1[N:12]1[CH2:17][CH2:16][O:15][CH2:14][CH2:13]1.[CH3:21][NH2:22]>C(O)C>[CH2:19]([NH:18][C:4]([NH:22][CH3:21])=[N:5][C:6]1[CH:11]=[CH:10][CH:9]=[CH:8][C:7]=1[N:12]1[CH2:17][CH2:16][O:15][CH2:14][CH2:13]1)[CH3:20] |f:0.1|. Reported procedure: A mixture of 2-methyl-3-ethyl-1-(2-morpholinophenyl)-2-thiopseudourea hydroiodide (6 g) and 33% methylamine in absolute ethanol solution (250 ml) was heated initially for 24 hours at 45° C. and then left at room temperature for 14 days to yield 1-ethyl-2-(2-morpholinophenyl)-3-methylguanidine as a colourless solid (m.p. 118°-119° C.) which was recrystallised from hexane. Reactants: C(C)N=C=O (Ethyl isocyanate), COC1=CC=C(C=C1)C1=C(N=C(S1)N)C (5-(4-methoxy-phenyl)-4-methyl-thiazol-2-ylamine). Run in O1CCOCC1 (dioxane). Product: C(C)NC(=O)NC=1SC(=C(N1)C)C1=CC=C(C=C1)OC (1-ethyl-3-[5-(4-methoxy-phenyl)-4-methyl-thiazol-2-yl]urea). Reaction SMILES: [CH2:1]([N:3]=[C:4]=[O:5])[CH3:2].[CH3:6][O:7][C:8]1[CH:13]=[CH:12][C:11]([C:14]2[S:18][C:17]([NH2:19])=[N:16][C:15]=2[CH3:20])=[CH:10][CH:9]=1>O1CCOCC1>[CH2:1]([NH:3][C:4]([NH:19][C:17]1[S:18][C:14]([C:11]2[CH:12]=[CH:13][C:8]([O:7][CH3:6])=[CH:9][CH:10]=2)=[C:15]([CH3:20])[N:16]=1)=[O:5])[CH3:2]. Procedure details: Ethyl isocyanate (1.2 ml, 14.18 mmol) is added to 5-(4-methoxy-phenyl)-4-methyl-thiazol-2-ylamine (Example 28b) (1.56 g, 7.09 mmol) in dioxane (100 ml). After 5 hours at 85° C. the reaction mixture is concentrated to yield 1-ethyl-3-[5-(4-methoxy-phenyl)-4-methyl-thiazol-2-yl]urea as a brown solid. Reactants: C(C)(C)(C)OC(=O)N1CC(OCC1C(NC=1C=C(C=C2C=3C=CN=CC3NC12)Cl)=O)(C)C (5-(6-chloro-9H-β-carbolin-8-ylcarbamoyl)-2,2-dimethyl-morpholine-4-carboxylic acid tert-butyl ester), aldehyde, C(C)(C)(C)OC(NC(C(C)C)C=O)=O ((1-formyl-2-methyl-propyl)-carbamic acid tert-butyl ester). The product is ClC=1C=C2C=3C=CN=CC3NC2=C(C1)NC(=O)C1N(CC(OC1)(C)C)CC(C(C)C)N (4-(2-Amino-3-methyl-butyl)-6,6-dimethyl-morpholine-3-carboxylic acid (6-chloro-9H-β-carbolin-8-yl)-amide). As a reaction SMILES: C(O[C:6]([N:8]1[CH:13]([C:14](=[O:30])[NH:15][C:16]2[CH:17]=[C:18]([Cl:29])[CH:19]=[C:20]3[C:28]=2[NH:27][C:26]2[CH:25]=[N:24][CH:23]=[CH:22][C:21]3=2)[CH2:12][O:11][C:10]([CH3:32])([CH3:31])[CH2:9]1)=O)(C)(C)C.C(OC(=O)[NH:39][CH:40](C=O)[CH:41]([CH3:43])[CH3:42])(C)(C)C>>[Cl:29][C:18]1[CH:19]=[C:20]2[C:28](=[C:16]([NH:15][C:14]([CH:13]3[CH2:12][O:11][C:10]([CH3:32])([CH3:31])[CH2:9][N:8]3[CH2:6][CH:40]([NH2:39])[CH:41]([CH3:43])[CH3:42])=[O:30])[CH:17]=1)[NH:27][C:26]1[CH:25]=[N:24][CH:23]=[CH:22][C:21]2=1. Procedure: Method C was followed, using 5-(6-chloro-9H-β-carbolin-8-ylcarbamoyl)-2,2-dimethyl-morpholine-4-carboxylic acid tert-butyl ester and the appropriate aldehyde, (1-formyl-2-methyl-propyl)-carbamic acid tert-butyl ester.